This data is from the Open Reaction Database (ORD), a public repository of structured organic reaction records. The task is: describe an organic reaction: reactants, conditions, products, and yield Reactants: C(C)(C)(C)C=1N=C(C2=C(N1)N(N=N2)CC)N2CC(CC2)(F)F (5-tert-Butyl-7-(3,3-difluoro-pyrrolidin-1-yl)-3-ethyl-3H-[1,2,3]triazolo[4,5-d]pyrimidine), C(C)(C)(C)C=1N=C(C2=C(N1)NN=N2)N2CC(CC2)(F)F (5-tert-butyl-7-(3,3-difluoropyrrolidin-1-yl)-3H-[1,2,3]triazolo[4,5-d]pyrimidine), Br.BrCC1=NC=CC(=C1Cl)Cl (2-(bromomethyl)-3,4-dichloropyridine hydrobromide). Yields the product C(C)(C)(C)C=1N=C(C2=C(N1)N(N=N2)CC2=NC=CC(=C2Cl)Cl)N2CC(CC2)(F)F (5-tert-Butyl-3-(3,4-dichloro-pyridin-2-ylmethyl)-7-(3,3-difluoro-pyrrolidin-1-yl)-3H-[1,2,3]triazolo[4,5-d]pyrimidine). Reaction SMILES: [C:1]([C:5]1[N:6]=[C:7]([N:16]2[CH2:20][CH2:19][C:18]([F:22])([F:21])[CH2:17]2)[C:8]2[N:13]=[N:12][N:11]([CH2:14][CH3:15])[C:9]=2[N:10]=1)([CH3:4])([CH3:3])[CH3:2].C(C1N=C(N2CCC(F)(F)C2)C2N=NNC=2N=1)(C)(C)C.Br.BrCC1[C:51]([Cl:52])=[C:50]([Cl:53])[CH:49]=[CH:48][N:47]=1>>[C:1]([C:5]1[N:6]=[C:7]([N:16]2[CH2:20][CH2:19][C:18]([F:21])([F:22])[CH2:17]2)[C:8]2[N:13]=[N:12][N:11]([CH2:14][C:15]3[C:51]([Cl:52])=[C:50]([Cl:53])[CH:49]=[CH:48][N:47]=3)[C:9]=2[N:10]=1)([CH3:2])([CH3:3])[CH3:4] |f:2.3|. Reported procedure: In analogy to the procedure described for the synthesis of 5-tert-butyl-7-(3,3-difluoropyrrolidin-1-yl)-3-ethyl-3H-[1,2,3]triazolo[4,5-d]pyrimidine (example 61), the title compound was prepared from 5-tert-butyl-7-(3,3-difluoropyrrolidin-1-yl)-3H-[1,2,3]triazolo[4,5-d]pyrimidine and 2-(bromomethyl)-3,4-dichloropyridine hydrobromide and isolated as white solid. MS (m/e): 442.2 (MH+). Reactants: diethyl acetal, CC1=C(NCCC=O)C=CC(=C1)Cl (3-(2-methyl-4-chloroanilino)propionaldehyde), C1=CC=CC=C1 (benzene), C([O-])([O-])=O.[Na+].[Na+] (sodium carbonate), ClCC(=O)Cl (chloroacetyl chloride). Run in O (water). The product is diethyl acetal, ClCC(=O)N(C1=C(C=C(C=C1)Cl)C)CCC=O (3-[N-(α-chloroacetyl)-2-methyl-4-chloroanilino]propionaldehyde). RXN SMILES: [CH3:1][C:2]1[CH:12]=[C:11]([Cl:13])[CH:10]=[CH:9][C:3]=1[NH:4][CH2:5][CH2:6][CH:7]=[O:8].C1C=CC=CC=1.C(=O)([O-])[O-].[Na+].[Na+].[Cl:26][CH2:27][C:28](Cl)=[O:29]>O>[Cl:26][CH2:27][C:28]([N:4]([CH2:5][CH2:6][CH:7]=[O:8])[C:3]1[CH:9]=[CH:10][C:11]([Cl:13])=[CH:12][C:2]=1[CH3:1])=[O:29] |f:2.3.4|. Procedure details: The diethyl acetal of 3-(2-methyl-4-chloroanilino)propionaldehyde (0.2 mole), benzene (150 ml) and sodium carbonate (0.2 mole) dissolved in water (50 ml) are charged into a glass reaction vessel equipped with a mechanical stirrer, thermometer and addition funnel. The mixture is cooled in an ice bath and chloroacetyl chloride (0.2 mole) is added dropwise with stirring. After addition is completed stirring is continued and the reaction mixture is allowed to warm up to room temperature. After this ... Starting materials: [Cl-].[NH4+] (ammonium chloride), [Cl-].[Na+] (sodium chloride), S(=O)(=O)([O-])[O-].[Na+].[Na+] (sodium sulfate). Solvent: O (water). The product is Cl (hydrochloric acid), [NH4+] (ammonium), S(=O)(=O)([O-])[O-].[Na+].[Na+] (sodium sulfate). As a reaction SMILES: [S:1]([O-:5])([O-:4])(=[O:3])=[O:2].[Na+:6].[Na+].[Cl-:8].[NH4+:9].[Cl-].[Na+]>O>[ClH:8].[NH4+:9].[S:1]([O-:5])([O-:4])(=[O:3])=[O:2].[Na+:6].[Na+:6] |f:0.1.2,3.4,5.6,10.11.12|. Reported procedure: The remaining solution after the second filtration operation which contains unreacted sodium sulfate, ammonium chloride, sodium chloride and water may be reused in order to obtain hydrochloric acid and neutralized ammonium and sodium sulfate by the following sequence: Starting materials: [N+](=O)([O-])C1=CC=C(C(C=N[C@@H](C(O)(C2=C(C=CC(=C2)C(C)(C)C)OCCCC)C2=C(C=CC(=C2)C(C)(C)C)OCCCC)C)=C1)O ((R)-N-(5-nitrosalicylidene)-2-amino-1,1-di(2-butoxy-5-t-butylphenyl)-1-propanol), aminoalcohols, C(C=1C(O)=CC=CC1)=O (salicylaldehyde), [OH-].[Na+] (sodium hydroxide). Reagents/catalysts: O.C(C)(=O)[O-].[Cu+2].C(C)(=O)[O-] (copper acetate monohydrate). Solvent: C1(=CC=CC=C1)C (toluene), C1(=CC=CC=C1)C (toluene), O (water), C1(=CC=CC=C1)C (toluene). Reaction conditions: temperature 80 celsius. Yields the product C(C=1C(O)=CC=CC1)=NO (Salicylideneaminoalcohol). As a reaction SMILES: [CH:1](=O)[C:2]1[C:3](=[CH:5][CH:6]=[CH:7][CH:8]=1)[OH:4].[N+:10](C1C=C(C=N[C@H](C)C(C2C=C(C(C)(C)C)C=CC=2OCCCC)(C2C=C(C(C)(C)C)C=CC=2OCCCC)O)C(O)=CC=1)([O-])=[O:11].[OH-].[Na+]>O.C1(C)C=CC=CC=1.O.C([O-])(=O)C.[Cu+2].C([O-])(=O)C>[CH:1](=[N:10][OH:11])[C:2]1[C:3](=[CH:5][CH:6]=[CH:7][CH:8]=1)[OH:4] |f:2.3,6.7.8.9|. Procedure: Optically active Salicylideneaminoalcohol compound were synthesized from optically active aminoalcohols and salicylaldehyde derivatives as in Reference Example 1 To a 100 ml Schlenk, 0.2 mmol of (R)-N-(5-nitrosalicylidene)-2-amino-1,1-di(2-butoxy-5-t-butylphenyl)-1-propanol were added 35.9 mg(0.18 mmol) of copper acetate monohydrate and 50 ml of toluene, and the resulting mixture was reacted for 1 hour under stirring at 80° C. The reaction mixture was cooled to a room temperature, and an aqueous... The reactants are [H-].[Na+] (sodium hydride), ice, C(C1=CC=CC=C1)(C1=CC=CC=C1)(C1=CC=CC=C1)OCCOCCOCCOCCOCCOC=1C=C(C=C(C1)O)O (5-[2-(2-{2-[2-(2-trityloxy-ethoxy)-ethoxy]-ethoxy}-ethoxy)-ethoxy]-benzene-1,3-diol), BrCCOCCOCCOCCOCCOCC1=CC=CC=C1 ([2-(2-{2-[2-(2-bromo-ethoxy)-ethoxy]-ethoxy}-ethoxy)-ethoxymethyl]benzene). Run in C1CCOC1 (THF), CN(C)C=O (DMF), C1CCOC1 (THF), CN(C)C=O (DMF), C1CCOC1 (THF). Conditions: time 30 minute. Product: C(C1=CC=CC=C1)OCCOCCOCCOCCOCCOC1=CC(=CC(=C1)OCCOCCOCCOCCOCCOC(C1=CC=CC=C1)(C1=CC=CC=C1)C1=CC=CC=C1)OCCOCCOCCOCCOCCOCC1=CC=CC=C1 (1,3-bis-[2-(2-{2-[2-(2-benzyloxy-ethoxy)-ethoxy]-ethoxy}-ethoxy)-ethoxy]-5-[2-(2-{2-[2-(2-trityloxy-ethoxy)-ethoxy]-ethoxy}-ethoxy)-ethoxy]-benzene), oil. Isolated yield 59.0%. Reaction SMILES: [H-].[Na+].[C:3]([O:22][CH2:23][CH2:24][O:25][CH2:26][CH2:27][O:28][CH2:29][CH2:30][O:31][CH2:32][CH2:33][O:34][CH2:35][CH2:36][O:37][C:38]1[CH:39]=[C:40]([OH:45])[CH:41]=[C:42]([OH:44])[CH:43]=1)([C:16]1[CH:21]=[CH:20][CH:19]=[CH:18][CH:17]=1)([C:10]1[CH:15]=[CH:14][CH:13]=[CH:12][CH:11]=1)[C:4]1[CH:9]=[CH:8][CH:7]=[CH:6][CH:5]=1.Br[CH2:47][CH2:48][O:49][CH2:50][CH2:51][O:52][CH2:53][CH2:54][O:55][CH2:56][CH2:57][O:58][CH2:59][CH2:60][O:61][CH2:62][C:63]1[CH:68]=[CH:67][CH:66]=[CH:65][CH:64]=1>C1COCC1.CN(C=O)C>[CH2:62]([O:61][CH2:60][CH2:59][O:58][CH2:57][CH2:56][O:55][CH2:54][CH2:53][O:52][CH2:51][CH2:50][O:49][CH2:48][CH2:47][O:45][C:40]1[CH:39]=[C:38]([O:37][CH2:36][CH2:35][O:34][CH2:33][CH2:32][O:31][CH2:30][CH2:29][O:28][CH2:27][CH2:26][O:25][CH2:24][CH2:23][O:22][C:3]([C:16]2[CH:17]=[CH:18][CH:19]=[CH:20][CH:21]=2)([C:10]2[CH:11]=[CH:12][CH:13]=[CH:14][CH:15]=2)[C:4]2[CH:5]=[CH:6][CH:7]=[CH:8][CH:9]=2)[CH:43]=[C:42]([O:44][CH2:36][CH2:35][O:34][CH2:33][CH2:32][O:31][CH2:30][CH2:29][O:28][CH2:27][CH2:26][O:25][CH2:24][CH2:23][O:22][CH2:3][C:4]2[CH:5]=[CH:6][CH:7]=[CH:8][CH:9]=2)[CH:41]=1)[C:63]1[CH:68]=[CH:67][CH:66]=[CH:65][CH:64]=1 |f:0.1|. Procedure: To an ice-cooled mixed suspension of sodium hydride (350 mg, 8.8 mmol; 60% in mineral oil) in THF (4.5 ml) and DMF (1.5 ml), a mixed solution of Compound 45 (1.0 g, 1.7 mmol) in THF (4.5 ml) and DMF (1.5 ml) was gradually added, and this was followed by stirring for 30 minutes. A solution of Compound 20 (2.7 g, 6.8 mmol) in THF (4 ml) was added thereto, and this was followed by stirring for 20 minutes. After the ice bath was removed, stirring was further conducted at room temperature for 4 hours... The reactants are Brc1ccccc1, CN(C)N, Cc1ccccc1, c1ccc(P(c2ccccc2)c2ccc3ccccc3c2-c2c(P(c3ccccc3)c3ccccc3)ccc3ccccc23)cc1. Product: CN(C)Nc1ccccc1. As a reaction SMILES: [Br:5][c:6]1[cH:7][cH:8][cH:9][cH:10][cH:11]1.[CH3:1][N:2]([NH2:3])[CH3:4].[CH3:58][c:59]1[cH:60][cH:61][cH:62][cH:63][cH:64]1.[cH:12]1[cH:13][cH:14][c:15]([P:16]([c:17]2[cH:18][cH:19][c:20]3[c:21]([cH:22][cH:23][cH:24][cH:25]3)[c:26]2-[c:27]2[c:28]3[c:29]([cH:30][cH:31][cH:32][cH:33]3)[cH:34][cH:35][c:36]2[P:37]([c:38]2[cH:39][cH:40][cH:41][cH:42][cH:43]2)[c:44]2[cH:45][cH:46][cH:47][cH:48][cH:49]2)[c:50]2[cH:51][cH:52][cH:53][cH:54][cH:55]2)[cH:56][cH:57]1>>[CH3:1][N:2]([NH:3][c:6]1[cH:7][cH:8][cH:9][cH:10][cH:11]1)[CH3:4]. Reactants: CC(=O)[O-], CC(=O)[O-], CCc1cc(O)cc(CC)c1C=O, ClCCl, [Cu+2], OB(O)c1ccccc1, c1ccncc1. Yields the product CCc1cc(Oc2ccccc2)cc(CC)c1C=O. As a reaction SMILES: [C:32]([O-:33])(=[O:34])[CH3:35].[C:37]([O-:38])(=[O:39])[CH3:40].[CH2:1]([CH3:2])[c:3]1[c:4]([CH:5]=[O:6])[c:7]([CH2:12][CH3:13])[cH:8][c:9]([OH:11])[cH:10]1.[Cl:29][CH2:30][Cl:31].[Cu+2:36].[OH:14][B:15]([OH:16])[c:17]1[cH:18][cH:19][cH:20][cH:21][cH:22]1.[cH:23]1[cH:24][cH:25][n:26][cH:27][cH:28]1>>[CH2:1]([CH3:2])[c:3]1[c:4]([CH:5]=[O:6])[c:7]([CH2:12][CH3:13])[cH:8][c:9]([O:11][c:17]2[cH:18][cH:19][cH:20][cH:21][cH:22]2)[cH:10]1. Reagents/catalysts: C([O-])([O-])=O.[Cu+2] (copper carbonate), [Cu] (copper). Procedure: To a solution of the copper salt of 2-difluoromethyl-2,5-diaminopentanoic acid in water, prepared by reacting 2-difluoromethyl-2,5-diaminopentanoic acid monohydrate hydrochloride (2.4 g) with copper carbonate (6 g), is added slowly at 0° C. with stirring 1.1 g of benzylchloroformate. The reaction mixture is stirred for an additional 3 hours at room temperature after which hydrogen sulfide is passed through the solution until it becomes colorless. The precipitate is filtered off, and the pH of th... RXN SMILES: [F:1][CH:2]([F:12])[C:3]([NH2:11])([CH2:7][CH2:8][CH2:9][NH2:10])[C:4]([OH:6])=[O:5].Cl.O.FC(F)C(N)(CCCN)C(O)=O.[CH2:27]([O:34][C:35](Cl)=[O:36])[C:28]1[CH:33]=[CH:32][CH:31]=[CH:30][CH:29]=1.S>O.[Cu].C(=O)([O-])[O-].[Cu+2]>[NH2:11][C:3]([CH:2]([F:12])[F:1])([CH2:7][CH2:8][CH2:9][NH:10][C:35]([O:34][CH2:27][C:28]1[CH:33]=[CH:32][CH:31]=[CH:30][CH:29]=1)=[O:36])[C:4]([OH:6])=[O:5] |f:1.2.3,8.9|. Solvent: O (water). The reactants are S (hydrogen sulfide), Cl.O.FC(C(C(=O)O)(CCCN)N)F (2-difluoromethyl-2,5-diaminopentanoic acid monohydrate hydrochloride), C(C1=CC=CC=C1)OC(=O)Cl (benzylchloroformate), FC(C(C(=O)O)(CCCN)N)F (2-difluoromethyl-2,5-diaminopentanoic acid). Product: NC(C(=O)O)(CCCNC(=O)OCC1=CC=CC=C1)C(F)F (2- Amino-5-benzyloxycarbonylamino-2-difluoromethylpentanoic acid). Starting materials: N(=NC(=O)OCC)C(=O)OCC (Diethyl azodicarboxylate), C(C1=CC=CC=C1)(C1=CC=CC=C1)(C1=CC=CC=C1)NCCO (2-(tritylamino)ethanol), OC1=C(C=CC=C1)CCC(=O)OC (methyl 3-(2-hydroxyphenyl)propionate), C1(=CC=CC=C1)P(C1=CC=CC=C1)C1=CC=CC=C1 (triphenylphosphine). Run in C1CCOC1 (THF). Conditions: time 20 hour. Yields the product C(C1=CC=CC=C1)(C1=CC=CC=C1)(C1=CC=CC=C1)NCCOC1=C(C=CC=C1)CCC(=O)OC (Methyl 3-[2-[2-(tritylamino)ethoxy)phenyl]propionate). As a reaction SMILES: N(C(OCC)=O)=NC(OCC)=O.[C:13]([NH:32][CH2:33][CH2:34][OH:35])([C:26]1[CH:31]=[CH:30][CH:29]=[CH:28][CH:27]=1)([C:20]1[CH:25]=[CH:24][CH:23]=[CH:22][CH:21]=1)[C:14]1[CH:19]=[CH:18][CH:17]=[CH:16][CH:15]=1.O[C:37]1[CH:42]=[CH:41][CH:40]=[CH:39][C:38]=1[CH2:43][CH2:44][C:45]([O:47][CH3:48])=[O:46].C1(P(C2C=CC=CC=2)C2C=CC=CC=2)C=CC=CC=1>C1COCC1>[C:13]([NH:32][CH2:33][CH2:34][O:35][C:37]1[CH:42]=[CH:41][CH:40]=[CH:39][C:38]=1[CH2:43][CH2:44][C:45]([O:47][CH3:48])=[O:46])([C:20]1[CH:25]=[CH:24][CH:23]=[CH:22][CH:21]=1)([C:26]1[CH:27]=[CH:28][CH:29]=[CH:30][CH:31]=1)[C:14]1[CH:19]=[CH:18][CH:17]=[CH:16][CH:15]=1. Reported procedure: Diethyl azodicarboxylate (4.2 ml, 26.4 mmol) was added to a mixture of 2-(tritylamino)ethanol (6.08 g, 20.0 mmol), methyl 3-(2-hydroxyphenyl)propionate (5.00 g, 26.4 mmol), triphenylphosphine (6.91 g, 30.5 mmol) and THF (90 ml) at room temperature under nitrogen, and the mixture was standing for 20 hours at room temperature. The solvent was removed in vacuum. The residue was purified on SiO2, eluting with ethyl acetate-hexane (1:15), to afford the titled product as a colorless oil. (5.88 g, 49%) The reactants are IC=1C=CC2=C(N(C(=N2)OCCOC)C2=NC(=NC=C2)N)C1 (4-[6-iodo-2-(2-methoxyethoxy)-1H-1,3-benzodiazol-1-yl]pyrimidin-2-amine), N1CCCCC1 (piperidine), N1=C(N=CC=C1)C(C)(C#C)O (2-(pyrimidin-2-yl)but-3-yn-2-ol). The reagents and catalysts are C=1C=CC(=CC1)[P](C=2C=CC=CC2)(C=3C=CC=CC3)[Pd]([P](C=4C=CC=CC4)(C=5C=CC=CC5)C=6C=CC=CC6)([P](C=7C=CC=CC7)(C=8C=CC=CC8)C=9C=CC=CC9)[P](C=1C=CC=CC1)(C=1C=CC=CC1)C=1C=CC=CC1 (tetrakis(triphenylphosphine)palladium(0)), [Cu]I (copper(I) iodide). Run at time 1 hour. Product: NC1=NC=CC(=N1)N1C(=NC2=C1C=C(C=C2)C#CC(C)(O)C2=NC=CC=N2)OCCOC (4-[1-(2-aminopyrimidin-4-yl)-2-(2-methoxyethoxy)-1H-1,3-benzodiazol-6-yl]-2-(pyrimidin-2-yl)but-3-yn-2-ol). RXN SMILES: I[C:2]1[CH:3]=[CH:4][C:5]2[N:9]=[C:8]([O:10][CH2:11][CH2:12][O:13][CH3:14])[N:7]([C:15]3[CH:20]=[CH:19][N:18]=[C:17]([NH2:21])[N:16]=3)[C:6]=2[CH:22]=1.N1CCCCC1.[N:29]1[CH:34]=[CH:33][CH:32]=[N:31][C:30]=1[C:35]([OH:39])([C:37]#[CH:38])[CH3:36]>C1C=CC([P]([Pd]([P](C2C=CC=CC=2)(C2C=CC=CC=2)C2C=CC=CC=2)([P](C2C=CC=CC=2)(C2C=CC=CC=2)C2C=CC=CC=2)[P](C2C=CC=CC=2)(C2C=CC=CC=2)C2C=CC=CC=2)(C2C=CC=CC=2)C2C=CC=CC=2)=CC=1.[Cu]I>[NH2:21][C:17]1[N:16]=[C:15]([N:7]2[C:6]3[CH:22]=[C:2]([C:38]#[C:37][C:35]([C:30]4[N:29]=[CH:34][CH:33]=[CH:32][N:31]=4)([OH:39])[CH3:36])[CH:3]=[CH:4][C:5]=3[N:9]=[C:8]2[O:10][CH2:11][CH2:12][O:13][CH3:14])[CH:20]=[CH:19][N:18]=1 |^1:43,45,64,83|. Procedure: To a pressure tube was added 4-[6-iodo-2-(2-methoxyethoxy)-1H-1,3-benzodiazol-1-yl]pyrimidin-2-amine (70%, 120 mg, 0.2 mmol) followed by piperidine (1.0 mL), tetrakis(triphenylphosphine)palladium(0) (23.61 mg, 0.02 mmol), copper(I) iodide (3.89 mg, 0.02 mmol) and 2-(pyrimidin-2-yl)but-3-yn-2-ol (60.53 mg, 0.41 mmol). The reaction was capped and stirred at RT for 1 h. The reaction mixture was concentrated in vacuo. The crude material was purified by flash column chromatography (1-10% MeOH gradien...